This data is from the Open Reaction Database (ORD), a public repository of structured organic reaction records. The task is: describe an organic reaction: reactants, conditions, products, and yield Run in CC(C)O (IPA). Product: C[C@]1(N)CCNC1=O. Reaction conditions: temperature 80 celsius, time 18 hour. The reagents and catalysts are c1ccc(cc1)-c2c3ccccc3cc4ccccc24 (9-Phenylanthracene). As a reaction SMILES: [CH3:1][C@:2]1([C:7](=[O:8])[NH:6][CH2:5][CH2:4]1)[NH2:3].CS(O)(=O)=O>>[CH3:1][C@:2]1([C:7](=[O:8])[NH:6][CH2:5][CH2:4]1)[NH2:3]. The reactants are S(C)(O)(=O)=O, C1C[C@](C(N1)=O)(C)N. Starting materials: FC1=CC=C(CN2C=NC3=C2C=NC(=C3)C(=O)O)C=C1 (3-(4-fluorobenzyl)-3H-imidazo[4,5-c]pyridine-6-carboxylic acid), Cl.FC1=C(CON)C(=C(C(=C1F)F)F)F (N-[(2,3,4,5,6-pentafluorobenzyl)oxy]amine hydrochloride). Yields the product FC1=CC=C(CN2C=NC3=C2C=NC(=C3)C(=O)NOCC3=C(C(=C(C(=C3F)F)F)F)F)C=C1 (3-(4-Fluorobenzyl)-N-[(pentafluorobenzyl)oxy]-3H-imidazo[4,5-c]pyridine-6-carboxamide). Reaction SMILES: [F:1][C:2]1[CH:20]=[CH:19][C:5]([CH2:6][N:7]2[C:11]3[CH:12]=[N:13][C:14]([C:16]([OH:18])=O)=[CH:15][C:10]=3[N:9]=[CH:8]2)=[CH:4][CH:3]=1.Cl.[F:22][C:23]1[C:31]([F:32])=[C:30]([F:33])[C:29]([F:34])=[C:28]([F:35])[C:24]=1[CH2:25][O:26][NH2:27]>>[F:1][C:2]1[CH:3]=[CH:4][C:5]([CH2:6][N:7]2[C:11]3[CH:12]=[N:13][C:14]([C:16]([NH:27][O:26][CH2:25][C:24]4[C:28]([F:35])=[C:29]([F:34])[C:30]([F:33])=[C:31]([F:32])[C:23]=4[F:22])=[O:18])=[CH:15][C:10]=3[N:9]=[CH:8]2)=[CH:19][CH:20]=1 |f:1.2|. Procedure details: The title compound was prepared by coupling of 3-(4-fluorobenzyl)-3H-imidazo[4,5-c]pyridine-6-carboxylic acid and N-[(2,3,4,5,6-pentafluorobenzyl)oxy]amine hydrochloride under the same conditions as those in step (c) of example 1. 1H NMR (300 MHz, MeOH-d4) δ; 8.69 (s, 1H), 8.52 (s, 1H), 8.28 (s, 1H), 7.33–7.32 (m, 2H), 7.07–7.02 (m, 2H), 5.56 (s, 2H), 5.09 (s, 2H). LCMS (API-ES, M+H+): 467.0. HRMS calcd for C21H13F6N4O2 (M+H) 467.0943. found 467.0942. HPLC: >80% purity. The reactants are solution, COC=1C=C(N)C=C(C1OC)OC (3,4,5-trimethoxyaniline), solution, ClC(=O)OC(Cl)(Cl)Cl (trichloromethyl chloroformate). Solvent: C1(=CC=CC=C1)C (toluene), C1(=CC=CC=C1)C (toluene). Yields the product COC=1C=C(C=C(C1OC)OC)N=C=O (3,4,5-trimethoxyphenyl isocyanate). Reaction SMILES: [CH3:1][O:2][C:3]1[CH:4]=[C:5]([CH:7]=[C:8]([O:12][CH3:13])[C:9]=1[O:10][CH3:11])[NH2:6].Cl[C:15](OC(Cl)(Cl)Cl)=[O:16]>C1(C)C=CC=CC=1>[CH3:13][O:12][C:8]1[CH:7]=[C:5]([N:6]=[C:15]=[O:16])[CH:4]=[C:3]([O:2][CH3:1])[C:9]=1[O:10][CH3:11]. Reported procedure: 600 ml of a solution of 18.3 g of 3,4,5-trimethoxyaniline in toluene was added to 140 ml of a solution of 48 ml of trichloromethyl chloroformate in toluene and the mixture was refluxed for 3 h. After cooling, the solvent was distilled off and the residue was distilled under reduced pressure (115° C./l mmHg) to obtain 15.53 g of 3,4,5-trimethoxyphenyl isocyanate. Reactants: CC(C)(C)OCC=NO ((1,1-dimethylethyl)oxyethanal oxime), ClN1C(CCC1=O)=O (N-chlorosuccinimide), imidoyl chloride, C(C(C)C)(=O)CC(=O)OC (methyl isobutyrylacetate), solution, C[O-].[Na+] (sodium methoxide), CO (methanol). Solvent: CN(C=O)C (N,N-dimethylformamide), CCOCC (ether), O1CCCC1 (tetrahydrofuran), O1CCCC1 (tetrahydrofuran). Conditions: time 1 hour. The product is CC(C)(C)OCC1=NOC(=C1C(=O)OC)C(C)C (methyl 3-{[(1,1-dimethylethyl)oxy]methyl}-5-(1-methylethyl)-4-isoxazolecarboxylate). The yield is 63.4%. Reaction SMILES: [CH3:1][C:2]([O:5][CH2:6][CH:7]=[N:8][OH:9])([CH3:4])[CH3:3].ClN1C(=O)CCC1=O.[C:18]([CH2:23][C:24]([O:26][CH3:27])=[O:25])(=O)[CH:19]([CH3:21])[CH3:20].C[O-].[Na+].CO>CN(C)C=O.O1CCCC1.CCOCC>[CH3:1][C:2]([O:5][CH2:6][C:7]1[C:23]([C:24]([O:26][CH3:27])=[O:25])=[C:18]([CH:19]([CH3:21])[CH3:20])[O:9][N:8]=1)([CH3:4])[CH3:3] |f:3.4|. Reported procedure: To a solution of (1,1-dimethylethyl)oxyethanal oxime (8.59 g, 65.5 mmol) in N,N-dimethylformamide (50 mL) was added N-chlorosuccinimide (8.45 g, 65.5 mmol). The solution was stirred for approximately 1 hour. The solution was poured into ether and washed twice with water. The organic layer containing the crude imidoyl chloride was then washed with brine, was dried over magnesium sulfate and concentrated. Then to a solution of methyl isobutyrylacetate (8.86 mL, 78.6 mmol) in tetrahydrofuran (40 mL... Reactants: Cc1ncc(Br)cn1, C1CCOC1, [Cs+], [F-], CC1(C)OB(C2=CCN(Cc3ccccc3)C2)OC1(C)C, c1ccc(P(c2ccccc2)(c2ccccc2)[Pd](P(c2ccccc2)(c2ccccc2)c2ccccc2)(P(c2ccccc2)(c2ccccc2)c2ccccc2)P(c2ccccc2)(c2ccccc2)c2ccccc2)cc1. Product: Cc1ncc(C2=CCN(Cc3ccccc3)C2)cn1. Reaction SMILES: [Br:1][c:2]1[cH:3][n:4][c:5]([CH3:8])[n:6][cH:7]1.[CH2:32]1[O:33][CH2:34][CH2:35][CH2:36]1.[Cs+:31].[F-:30].[c:9]1([CH2:15][N:16]2[CH2:17][C:18]([B:21]3[O:22][C:23]([CH3:24])([CH3:25])[C:26]([CH3:27])([CH3:28])[O:29]3)=[CH:19][CH2:20]2)[cH:10][cH:11][cH:12][cH:13][cH:14]1.[cH:37]1[cH:38][cH:39][c:40]([P:41]([Pd:42]([P:43]([c:44]2[cH:45][cH:46][cH:47][cH:48][cH:49]2)([c:50]2[cH:51][cH:52][cH:53][cH:54][cH:55]2)[c:56]2[cH:57][cH:58][cH:59][cH:60][cH:61]2)([P:62]([c:63]2[cH:64][cH:65][cH:66][cH:67][cH:68]2)([c:69]2[cH:70][cH:71][cH:72][cH:73][cH:74]2)[c:75]2[cH:76][cH:77][cH:78][cH:79][cH:80]2)[P:81]([c:82]2[cH:83][cH:84][cH:85][cH:86][cH:87]2)([c:88]2[cH:89][cH:90][cH:91][cH:92][cH:93]2)[c:94]2[cH:95][cH:96][cH:97][cH:98][cH:99]2)([c:100]2[cH:101][cH:102][cH:103][cH:104][cH:105]2)[c:106]2[cH:107][cH:108][cH:109][cH:110][cH:111]2)[cH:112][cH:113]1>>[c:2]1([C:18]2=[CH:19][CH2:20][N:16]([CH2:15][c:9]3[cH:10][cH:11][cH:12][cH:13][cH:14]3)[CH2:17]2)[cH:3][n:4][c:5]([CH3:8])[n:6][cH:7]1. Starting materials: OO (hydrogen peroxide), O.[OH-].[Li+] (lithium hydroxide monohydrate), C(C)OC(=O)N(C(C(CCCCCC)CC=C)=O)[C@H](C)C1=CC(=CC=C1)OC (N-ethyloxycarbonyl-N-(2-allyloctanoyl)-(R)-1-(3-methoxyphenyl)ethylamine), aqueous solution, S(=O)([O-])[O-].[Na+].[Na+] (sodium sulfite). Run in O (Water), C1CCOC1 (THF), O (water). Reaction conditions: time 3 hour. Yields the product C(C=C)C(C(=O)O)CCCCCC (2-Allyloctanoic acid). As a reaction SMILES: OO.O.[OH-].[Li+].C(OC(N([C@@H](C1C=CC=C(OC)C=1)C)[C:12](=[O:23])[CH:13]([CH2:20][CH:21]=[CH2:22])[CH2:14][CH2:15][CH2:16][CH2:17][CH2:18][CH3:19])=O)C.S([O-])([O-])=[O:35].[Na+].[Na+]>C1COCC1.O>[CH2:20]([CH:13]([CH2:14][CH2:15][CH2:16][CH2:17][CH2:18][CH3:19])[C:12]([OH:23])=[O:35])[CH:21]=[CH2:22] |f:1.2.3,5.6.7|. Procedure details: An aqueous solution of hydrogen peroxide (31% by weight; 0.5 ml, 55.0 mmol) and 0.043 g (1.0 mmol) of lithium hydroxide monohydrate were added dropwise to a solution of 0.20 g (0.50 mmol) of N-ethyloxycarbonyl-N-(2-allyloctanoyl)-(R)-1-(3-methoxyphenyl)ethylamine ((1R,2S):(1R,2R)=77:23) in a mixture of 4 ml of THF and 1 ml of water on an ice bath. The mixture was stirred on an ice bath for 3 hours and then at room temperature for 20 hours. A 2 N aqueous solution of sodium sulfite (5 ml) was adde... The reactants are O=C([O-])[O-], Cc1cc(C(C)(C)c2cc(C)c(O)c(C)c2)cc(C)c1O, N#CCl, [Na+], [Na+], O. Product: Cc1cc(C(C)(C)c2cc(C)c(OC#N)c(C)c2)cc(C)c1O. Reaction SMILES: [C:25](=[O:26])([O-:27])[O-:28].[CH3:1][c:2]1[cH:3][c:4]([C:10]([CH3:11])([CH3:12])[c:13]2[cH:14][c:15]([CH3:21])[c:16]([OH:20])[c:17]([CH3:19])[cH:18]2)[cH:5][c:6]([CH3:9])[c:7]1[OH:8].[N:22]#[C:23][Cl:24].[Na+:29].[Na+:30].[OH2:31]>>[CH3:1][c:2]1[cH:3][c:4]([C:10]([CH3:11])([CH3:12])[c:13]2[cH:14][c:15]([CH3:21])[c:16]([OH:20])[c:17]([CH3:19])[cH:18]2)[cH:5][c:6]([CH3:9])[c:7]1[O:8][C:23]#[N:22]. Yields the product C(=O)(OCC1=CC=CC=C1)N[C@@H](CCC(OCC1=CC=CC=C1)=O)C(=O)NCC(=O)[C@H]1[C@@](O[C@@H]([C@H]([C@@H]1O)O)CO)(N(C(CCCCCCCCCCC)=O)CCCCCCCCCCCCCC)N (N-[2-(N-Carbobenzoxy-O-benzyl-L-glutamyl-glycyl)-amino-2-deoxy-β-D-glucopyranosyl]-N-tetradecyl-dodecanamide). Reported procedure: from N-(2-glycyl-amino-2-deoxy-β-D-glucopyranosyl)-N-tetradecyl-dodecanamide and N-carbobenzoxy-O-benzyl-L-glutamic acid. RXN SMILES: [NH2:1][CH2:2][C:3]([C@@H:5]1[C@@H:10]([OH:11])[C@H:9]([OH:12])[C@@H:8]([CH2:13][OH:14])[O:7][C@@:6]1([NH2:43])[N:15]([CH2:29][CH2:30][CH2:31][CH2:32][CH2:33][CH2:34][CH2:35][CH2:36][CH2:37][CH2:38][CH2:39][CH2:40][CH2:41][CH3:42])[C:16](=[O:28])[CH2:17][CH2:18][CH2:19][CH2:20][CH2:21][CH2:22][CH2:23][CH2:24][CH2:25][CH2:26][CH3:27])=[O:4].[C:44]([NH:54][C@H:55]([C:61]([O:63]CC1C=CC=CC=1)=O)[CH2:56][CH2:57][C:58]([OH:60])=[O:59])([O:46][CH2:47][C:48]1[CH:53]=[CH:52][CH:51]=[CH:50][CH:49]=1)=[O:45]>>[C:44]([NH:54][C@H:55]([C:61]([NH:1][CH2:2][C:3]([C@@H:5]1[C@@H:10]([OH:11])[C@H:9]([OH:12])[C@@H:8]([CH2:13][OH:14])[O:7][C@@:6]1([NH2:43])[N:15]([CH2:29][CH2:30][CH2:31][CH2:32][CH2:33][CH2:34][CH2:35][CH2:36][CH2:37][CH2:38][CH2:39][CH2:40][CH2:41][CH3:42])[C:16](=[O:28])[CH2:17][CH2:18][CH2:19][CH2:20][CH2:21][CH2:22][CH2:23][CH2:24][CH2:25][CH2:26][CH3:27])=[O:4])=[O:63])[CH2:56][CH2:57][C:58](=[O:59])[O:60][CH2:47][C:48]1[CH:53]=[CH:52][CH:51]=[CH:50][CH:49]=1)([O:46][CH2:47][C:48]1[CH:49]=[CH:50][CH:51]=[CH:52][CH:53]=1)=[O:45]. Reactants: NCC(=O)[C@H]1[C@@](O[C@@H]([C@H]([C@@H]1O)O)CO)(N(C(CCCCCCCCCCC)=O)CCCCCCCCCCCCCC)N (N-(2-glycyl-amino-2-deoxy-β-D-glucopyranosyl)-N-tetradecyl-dodecanamide), C(=O)(OCC1=CC=CC=C1)N[C@@H](CCC(=O)O)C(=O)OCC1=CC=CC=C1 (N-carbobenzoxy-O-benzyl-L-glutamic acid). Starting materials: CO (methanol), [Si](C)(C)(C(C)(C)C)OC\C=N\S(=O)C(C)(C)C (N-[(1E)-2-{[tert-butyl(dimethyl)silyl]oxy}ethylidene]-2-methylpropane-2-sulfinamide), C(Cl)Cl (DCM), S1C(=CC=C1)[Li] (2-thienyl lithium). The solvent is [NH4+].[Cl-] (NH4Cl). Reaction conditions: time 60 minute. Yields the product CC(C)([Si](OC[C@@H](N[S+](C(C)(C)C)[O-])C=1SC=CC1)(C)C)C ((6R)-2,2,3,3,9,9-hexamethyl-6-(thiophen-2-yl)-4-oxa-8-thionia-7-aza-3-siladecan-8-olate). As a reaction SMILES: [Si:1]([O:8][CH2:9]/[CH:10]=[N:11]/[S:12]([C:14]([CH3:17])([CH3:16])[CH3:15])=[O:13])([C:4]([CH3:7])([CH3:6])[CH3:5])([CH3:3])[CH3:2].C(Cl)Cl.[S:21]1[CH:25]=[CH:24][CH:23]=[C:22]1[Li].CO>[NH4+].[Cl-]>[CH3:5][C:4]([CH3:7])([Si:1]([CH3:3])([CH3:2])[O:8][CH2:9][C@H:10]([C:22]1[S:21][CH:25]=[CH:24][CH:23]=1)[NH:11][S+:12]([O-:13])[C:14]([CH3:17])([CH3:16])[CH3:15])[CH3:6] |f:4.5|. Reported procedure: A three necked round bottom flask fitted with a temperature probe, nitrogen inlet, mechanical stirrer and slow addition funnel was charged with N-[(1E)-2-{[tert-butyl(dimethyl)silyl]oxy}ethylidene]-2-methylpropane-2-sulfinamide (176 g, 0.530 mol) and DCM (2 L). At an internal temperature of −65° C., 2-thienyl lithium (1.0 M in THF) (0.794 L, 0.794 mol) was added dropwise such that the internal temperature was maintained <−65° C. The reaction mixture was stirred for 60 minutes, quenched at −65° C... Starting materials: ClCCl, O=C(O)C(F)(F)F, CC(C)(C)OC(=O)N1CCC(n2cnc(-c3ccc(F)cc3)c2-c2ccncn2)CC1, [Na+], [OH-]. The product is Fc1ccc(-c2ncn(C3CCNCC3)c2-c2ccncn2)cc1. As a reaction SMILES: [Cl:41][CH2:42][Cl:43].[F:1][C:2]([F:3])([F:4])[C:5]([OH:6])=[O:7].[F:8][c:9]1[cH:10][cH:11][c:12](-[c:15]2[n:16][cH:17][n:18]([CH:26]3[CH2:27][CH2:28][N:29]([C:32]([O:33][C:34]([CH3:35])([CH3:36])[CH3:37])=[O:38])[CH2:30][CH2:31]3)[c:19]2-[c:20]2[n:21][cH:22][n:23][cH:24][cH:25]2)[cH:13][cH:14]1.[Na+:40].[OH-:39]>>[F:8][c:9]1[cH:10][cH:11][c:12](-[c:15]2[n:16][cH:17][n:18]([CH:26]3[CH2:27][CH2:28][NH:29][CH2:30][CH2:31]3)[c:19]2-[c:20]2[n:21][cH:22][n:23][cH:24][cH:25]2)[cH:13][cH:14]1.